From a dataset of the Open Reaction Database (ORD), a public repository of structured organic reaction records. describe an organic reaction: reactants, conditions, products, and yield Reactants: [OH-].[OH-].C1(=CC=CC=C1)[B+2] (phenylboron dihydroxide), P(=O)([O-])([O-])[O-].[K+].[K+].[K+] (potassium phosphate), ClC1=CC=C(C=C1)OC (4-chloroanisole). Reagents/catalysts: C(C)(=O)[O-].[Pd+2].C(C)(=O)[O-] (palladium acetate), C1(CCCCC1)P(C1=C(C2=CC=CC=C2C=C1)C1=C(C=CC2=CC=CC=C12)P(C1CCCCC1)C1CCCCC1)C1CCCCC1 ((±)-2,2′-Bis(dicyclohexylphosphino)-1,1′-binaphthyl). Solvent: O1CCOCC1 (dioxane). Reaction conditions: time 2 minute. The product is COC1=CC=C(C=C1)C1=CC=CC=C1 (4-methoxybiphenyl). The yield is 94.2%. As a reaction SMILES: [OH-].[OH-].[C:3]1([B+2])[CH:8]=[CH:7][CH:6]=[CH:5][CH:4]=1.P([O-])([O-])([O-])=O.[K+].[K+].[K+].Cl[C:19]1[CH:24]=[CH:23][C:22]([O:25][CH3:26])=[CH:21][CH:20]=1>C([O-])(=O)C.[Pd+2].C([O-])(=O)C.C1(P(C2CCCCC2)C2C=CC3C(=CC=CC=3)C=2C2C3C(=CC=CC=3)C=CC=2P(C2CCCCC2)C2CCCCC2)CCCCC1.O1CCOCC1>[CH3:26][O:25][C:22]1[CH:23]=[CH:24][C:19]([C:3]2[CH:8]=[CH:7][CH:6]=[CH:5][CH:4]=2)=[CH:20][CH:21]=1 |f:0.1.2,3.4.5.6,8.9.10|. Procedure: An oven dried resealable Schlenk tube was purged with argon and charged with palladium acetate (2.2 mg, 0.01 mmol, 0.5 mol %), ligand 2 [Example 1] (5.9 mg, 0.015 mmol, 0.75 mol %), phenylboron dihydroxide (366 mg, 3.0 mmol), and potassium phosphate (850 mg, 4.0 mmol). The tube was purged with argon, and dioxane (6 mL), and 4-chloroanisole (0.24 mL, 2.0 mmol) were added through a rubber septum. The septum was removed, the tube was sealed with a teflon screw cap and the mixture was stirred at roo...